This data is from the Open Reaction Database (ORD), a public repository of structured organic reaction records. The task is: describe an organic reaction: reactants, conditions, products, and yield Starting materials: O=C([O-])[O-], CN(C)C=O, [K+], [K+], Nc1cc(Cl)ccc1[N+](=O)[O-], O, Sc1nc[nH]n1. Product: Nc1cc(Sc2nc[nH]n2)ccc1[N+](=O)[O-]. Reaction SMILES: [C:12](=[O:13])([O-:14])[O-:15].[CH3:24][N:25]([CH3:26])[CH:27]=[O:28].[K+:16].[K+:17].[NH2:1][c:2]1[c:3]([N+:9](=[O:10])[O-:11])[cH:4][cH:5][c:6]([Cl:8])[cH:7]1.[OH2:29].[SH:18][c:19]1[n:20][nH:21][cH:22][n:23]1>>[NH2:1][c:2]1[c:3]([N+:9](=[O:10])[O-:11])[cH:4][cH:5][c:6]([S:18][c:19]2[n:20][nH:21][cH:22][n:23]2)[cH:7]1. Reactants: C(C)(C)(C)C=1N=C(C2=C(N1)N(N=N2)CC2=C(C=CC=C2)Cl)N2CCOCC2 (5-tert-Butyl-3-(2-chloro-benzyl)-7-morpholin-4-yl-3H-[1,2,3]triazolo[4,5-d]pyrimidine), C(C)(C)(C)C=1N=C(C2=C(N1)N(N=N2)CC2=C(C=CC=C2)Cl)Cl (5-tert-butyl-7-chloro-3-(2-chlorobenzyl)-3H-[1,2,3]triazolo[4,5-d]pyrimidine), C(C)N(C(C)=O)C1CNCC1 (N-ethyl-N-(pyrrolidin-3-yl)acetamide). The product is C(C)(C)(C)C=1N=C(C2=C(N1)N(N=N2)CC2=C(C=CC=C2)Cl)N2CC(CC2)N(C(C)=O)CC (N-{1-[5-tert-Butyl-3-(2-chloro-benzyl)-3H-[1,2,3]triazolo[4,5-d]pyrimidin-7-yl]-pyrrolidin-3-yl}-N-ethyl-acetamide). RXN SMILES: C(C1N=C(N2CCOCC2)C2N=NN(CC3C=CC=CC=3Cl)C=2N=1)(C)(C)C.[C:28]([C:32]1[N:33]=[C:34](Cl)[C:35]2[N:40]=[N:39][N:38]([CH2:41][C:42]3[CH:47]=[CH:46][CH:45]=[CH:44][C:43]=3[Cl:48])[C:36]=2[N:37]=1)([CH3:31])([CH3:30])[CH3:29].[CH2:50]([N:52]([CH:56]1[CH2:60][CH2:59][NH:58][CH2:57]1)[C:53](=[O:55])[CH3:54])[CH3:51]>>[C:28]([C:32]1[N:33]=[C:34]([N:58]2[CH2:59][CH2:60][CH:56]([N:52]([CH2:50][CH3:51])[C:53](=[O:55])[CH3:54])[CH2:57]2)[C:35]2[N:40]=[N:39][N:38]([CH2:41][C:42]3[CH:47]=[CH:46][CH:45]=[CH:44][C:43]=3[Cl:48])[C:36]=2[N:37]=1)([CH3:31])([CH3:30])[CH3:29]. Procedure details: In analogy to the procedure described for the synthesis of 5-tert-butyl-3-(2-chlorobenzyl)-7-morpholin-4-yl-3H-[1,2,3]triazolo[4,5-d]pyrimidine (example 1, step c), the title compound was prepared from 5-tert-butyl-7-chloro-3-(2-chlorobenzyl)-3H-[1,2,3]triazolo[4,5-d]pyrimidine and N-ethyl-N-(pyrrolidin-3-yl)acetamide. MS (m/e): 456.5 (MH+). RXN SMILES: [C:1]([C:3]1[CH:10]=[CH:9][C:6]([C:7]#[N:8])=[C:5]([NH:11][C:12]([O:14][CH2:15][CH3:16])=[O:13])[CH:4]=1)#[N:2].Br[CH2:18][C:19]([C:21]1[CH:26]=[CH:25][CH:24]=[CH:23][CH:22]=1)=[O:20]>C(OCC)(=O)C>[NH2:8][C:7]1[C:6]2[C:5](=[CH:4][C:3]([C:1]#[N:2])=[CH:10][CH:9]=2)[N:11]([C:12]([O:14][CH2:15][CH3:16])=[O:13])[C:18]=1[C:19](=[O:20])[C:21]1[CH:26]=[CH:25][CH:24]=[CH:23][CH:22]=1. Solvent: C(C)(=O)OCC (ethyl acetate), hexanes. Procedure: The title compound was prepared according to the procedure described in step 2 of Example 1 from 4-cyano-2-(ethoxycarbonylamino)benzonitrile (step 1) and 2-bromoacetophenone. tlc: Rf=0.2 (25% ethyl acetate in hexanes) Starting materials: C(#N)C1=CC(=C(C#N)C=C1)NC(=O)OCC (4-cyano-2-(ethoxycarbonylamino)benzonitrile), BrCC(=O)C1=CC=CC=C1 (2-bromoacetophenone). The product is NC1=C(N(C2=CC(=CC=C12)C#N)C(=O)OCC)C(C1=CC=CC=C1)=O (3-Amino-2-benzoyl-6-cyano-1-(ethoxycarbonyl)indole). Reactants: C=CCc1ccc(OC)cc1, CC(=O)O, CC(C)=O, [K+], O=[Mn](=O)(=O)[O-], [Na+], O=C([O-])O, O. The product is COc1ccc(CC(=O)CO)cc1. RXN SMILES: [CH2:1]([CH:2]=[CH2:3])[c:4]1[cH:5][cH:6][c:7]([O:10][CH3:11])[cH:8][cH:9]1.[CH3:24][C:25](=[O:26])[OH:27].[CH3:28][C:29](=[O:30])[CH3:31].[K+:18].[Mn:13](=[O:14])([O-:15])(=[O:16])=[O:17].[Na+:23].[O-:19][C:20]([OH:21])=[O:22].[OH2:12]>>[CH2:1]([C:2]([CH2:3][OH:12])=[O:14])[c:4]1[cH:5][cH:6][c:7]([O:10][CH3:11])[cH:8][cH:9]1. The reactants are C(C#CC)OC1=CC=C(C=C1)S(=O)(=O)NCCC(=O)OC(C)(C)C (tert-butyl 3-({[4-(2-butynyloxy)phenyl]-sulfonyl}amino)propanoate), [H-].[Na+] (sodium hydride), IC (iodomethane). Run in C(C)(=O)OCC (ethyl acetate), CN(C=O)C (dimethylformamide). Yields the product C(C)(C)(C)OC(CCN(C)S(=O)(=O)C1=CC=C(C=C1)OCC#CC)=O (tert-butyl-3-[{[4-(2-butynyloxy)phenyl]-sulfonyl}(methyl)amino]propanoate). Yield: 96.2%. RXN SMILES: [CH2:1]([O:5][C:6]1[CH:11]=[CH:10][C:9]([S:12]([NH:15][CH2:16][CH2:17][C:18]([O:20][C:21]([CH3:24])([CH3:23])[CH3:22])=[O:19])(=[O:14])=[O:13])=[CH:8][CH:7]=1)[C:2]#[C:3][CH3:4].[H-].[Na+].I[CH3:28]>CN(C)C=O.C(OCC)(=O)C>[C:21]([O:20][C:18](=[O:19])[CH2:17][CH2:16][N:15]([S:12]([C:9]1[CH:8]=[CH:7][C:6]([O:5][CH2:1][C:2]#[C:3][CH3:4])=[CH:11][CH:10]=1)(=[O:14])=[O:13])[CH3:28])([CH3:24])([CH3:23])[CH3:22] |f:1.2|. Procedure: To a solution of tert-butyl 3-({[4-(2-butynyloxy)phenyl]-sulfonyl}amino)propanoate (1.0 g, 2.83 mmol) in dimethylformamide (5 mL) at 0° C. was added sodium hydride (3.39 mmol) followed by iodomethane (211 uL, 3.39 mmol). After 72 hours the reaction mixture was diluted with ethyl acetate and washed with water and brine and dried over anhydrous sodium sulfate. Filtration and concentration in vacuo gave tert-butyl-3-[{[4-(2-butynyloxy)phenyl]-sulfonyl}(methyl)amino]propanoate (1.0 g) as a colorless... Reactants: CCOC(=O)c1ncc2[nH]c3cccc(Oc4ccc([N+](=O)[O-])cc4)c3c2c1COC, CO, C1CCOC1. The product is CCOC(=O)c1ncc2[nH]c3cccc(Oc4ccc(N)cc4)c3c2c1COC. RXN SMILES: [CH2:1]([CH3:2])[O:3][C:4](=[O:5])[c:6]1[n:7][cH:8][c:9]2[nH:10][c:11]3[cH:12][cH:13][cH:14][c:15]([O:22][c:23]4[cH:24][cH:25][c:26]([N+:29]([O-:30])=[O:31])[cH:27][cH:28]4)[c:16]3[c:17]2[c:18]1[CH2:19][O:20][CH3:21].[CH3:37][OH:38].[O:32]1[CH2:33][CH2:34][CH2:35][CH2:36]1>>[CH2:1]([CH3:2])[O:3][C:4](=[O:5])[c:6]1[n:7][cH:8][c:9]2[nH:10][c:11]3[cH:12][cH:13][cH:14][c:15]([O:22][c:23]4[cH:24][cH:25][c:26]([NH2:29])[cH:27][cH:28]4)[c:16]3[c:17]2[c:18]1[CH2:19][O:20][CH3:21]. Starting materials: C(C)(=O)OC=1C(C(=O)OC(C=2C(OC(C)=O)=CC=CC2)=O)=CC=CC1 (acetylsalicylic anhydride), OC(CN1CCN(CC1)CC(C)O)C (1,4-bis-(2-hydroxypropyl)piperazine). Run in C(C)(=O)OCC (ethyl acetate). The product is C(C)(=O)OC=1C(C(=O)OC(CN2CCN(CC2)CC(C)OC(C=2C(OC(C)=O)=CC=CC2)=O)C)=CC=CC1 (1,4-bis(2-(Acetylsalicyloyloxy)Propyl)Piperazine). Reaction SMILES: C(OC1[C:6](=CC=CC=1)[C:7]([O:9][C:10](=[O:21])[C:11]1[C:12](=[CH:17][CH:18]=[CH:19][CH:20]=1)[O:13][C:14](=[O:16])[CH3:15])=O)(=O)C.OC(C)[CH2:28][N:29]1[CH2:34][CH2:33][N:32]([CH2:35][CH:36]([OH:38])[CH3:37])[CH2:31][CH2:30]1>C(OCC)(=O)C>[C:14]([O:13][C:12]1[C:11](=[CH:20][CH:19]=[CH:18][CH:17]=1)[C:10]([O:9][CH:7]([CH3:6])[CH2:28][N:29]1[CH2:30][CH2:31][N:32]([CH2:35][CH:36]([O:38][C:10](=[O:9])[C:11]2[C:12](=[CH:17][CH:18]=[CH:19][CH:20]=2)[O:13][C:14](=[O:16])[CH3:15])[CH3:37])[CH2:33][CH2:34]1)=[O:21])(=[O:16])[CH3:15]. Procedure: Dissolve acetylsalicylic anhydride (17.1 g; 0.05 moles) in an apolar organic solvent represented for example by ethyl acetate; add 1,4-bis-(2-hydroxypropyl)piperazine (5.06 g; 0.025 moles) to the solution, and heat up to the boiling point until the reaction is completed. After cooling at room temperature, wash the reaction mixture with a 5 percent aqueous solution of potassium carbonate, and then with water. Anhydrify the organic phase (K2CO3), filter, and treat it with anhydrous hydrochloric ac...